describe an organic reaction: reactants, conditions, products, and yield From a dataset of the Open Reaction Database (ORD), a public repository of structured organic reaction records. The reactants are CCO (EtOH), BrC=1SC(=NN1)SC (2-bromo-5-(methylthio)-1,3,4-thiadiazole), CC1(OB(OC1(C)C)C=1C=CC2=C(C=NS2)C1)C (5-(4,4,5,5-tetramethyl-1,3,2-dioxaborolan-2-yl)benzo[d]isothiazole), C(=O)([O-])[O-].[Na+].[Na+] (Na2CO3). Reagents/catalysts: C=1C=CC(=CC1)[P](C=2C=CC=CC2)(C=3C=CC=CC3)[Pd]([P](C=4C=CC=CC4)(C=5C=CC=CC5)C=6C=CC=CC6)([P](C=7C=CC=CC7)(C=8C=CC=CC8)C=9C=CC=CC9)[P](C=1C=CC=CC1)(C=1C=CC=CC1)C=1C=CC=CC1 (Pd(PPh3)4). The solvent is COCCOC (DME), O (water). Conditions: temperature 140 celsius. The product is CSC1=NN=C(S1)C1=CC2=C(C=NS2)C=C1 (6-(5-(Methylthio)-1,3,4-thiadiazol-2-yl)benzo[d]isothiazole). Yield: 87.4%. As a reaction SMILES: Br[C:2]1[S:3][C:4]([S:7][CH3:8])=[N:5][N:6]=1.CC1(C)C(C)(C)OB([C:17]2[CH:18]=[CH:19][C:20]3[S:24][N:23]=[CH:22][C:21]=3[CH:25]=2)O1.C([O-])([O-])=O.[Na+].[Na+].CCO>C1C=CC([P]([Pd]([P](C2C=CC=CC=2)(C2C=CC=CC=2)C2C=CC=CC=2)([P](C2C=CC=CC=2)(C2C=CC=CC=2)C2C=CC=CC=2)[P](C2C=CC=CC=2)(C2C=CC=CC=2)C2C=CC=CC=2)(C2C=CC=CC=2)C2C=CC=CC=2)=CC=1.COCCOC.O>[CH3:8][S:7][C:4]1[S:3][C:2]([C:18]2[CH:17]=[CH:25][C:21]3[CH:22]=[N:23][S:24][C:20]=3[CH:19]=2)=[N:6][N:5]=1 |f:2.3.4,^1:39,41,60,79|. Procedure details: To a stirred mixture of 2-bromo-5-(methylthio)-1,3,4-thiadiazole (0.22 g, 1.0 mmol) (prepared as described in WO 97/30981), 5-(4,4,5,5-tetramethyl-1,3,2-dioxaborolan-2-yl)benzo[d]isothiazole (0.18 g 0.69 mmol), Na2CO3 (0.22 g, 2.1 mmol), and Pd(PPh3)4 (80 mg, 0.07 mmol) was added EtOH (1.0 mL), water (1.0 mL) and DME (3.0 mL). The resulting mixture was heated at 90° C. overnight and at 140° C. for 30 minutes. The mixture was cooled and passed through a short path of Celite, washing with DCM (3×1... Reactants: C(CCC)N1C=NC(=C1)C1=CC=CC=C1 (1-butyl-4-phenylimidazole), C(CCC)[Li] (n-butyllithium), CCCCCC (hexane), II (iodine), [Cl-].[NH4+] (ammonium chloride). Solvent: C1CCOC1 (THF), C1CCOC1 (THF). Conditions: temperature -78 celsius, time 1 hour. Yields the product C(CCC)N1C(=NC(=C1)C1=CC=CC=C1)I (1-butyl-2-iodo-4-phenylimidazole). Isolated yield 87.8%. RXN SMILES: [CH2:1]([N:5]1[CH:9]=[C:8]([C:10]2[CH:15]=[CH:14][CH:13]=[CH:12][CH:11]=2)[N:7]=[CH:6]1)[CH2:2][CH2:3][CH3:4].C([Li])CCC.CCCCCC.[I:27]I.[Cl-].[NH4+]>C1COCC1>[CH2:1]([N:5]1[CH:9]=[C:8]([C:10]2[CH:15]=[CH:14][CH:13]=[CH:12][CH:11]=2)[N:7]=[C:6]1[I:27])[CH2:2][CH2:3][CH3:4] |f:4.5|. Procedure details: To a solution of 1-butyl-4-phenylimidazole (4.0 g, 20 mmol) in 60 ml of anhydrous THF at −78° C. under nitrogen is added a solution of n-butyllithium in hexane (1.6M, 13.13 ml, 21 mmol, 1.05 eq.) dropwise. The resulting mixture is stirred at −78° C. for 1 h followed by dropwise addition of a solution of iodine (5.33 g, 21 mmol, 1.05 eq.) in 40 ml of THF. The resulting solution is stirred at −78° C. for 30 min. and then warmed to room temperature. Saturated ammonium chloride (30 mL) is added to q... The reactants are C(C1=CC=CC=C1)N1CCC=2NC=3C=CC=C(C3C2CC1)C1=CC(=CC(=C1)F)F (3-benzyl-10-(3,5-difluorophenyl)-1,2,3,4,5,6-hexahydroazepino[4,5-b]indole), Cl (hydrochloric acid). Reagents/catalysts: [Pd] (Pd/C). Solvent: C(C)O (ethanol). Yields the product Cl.FC=1C=C(C=C(C1)F)C=1C=2C3=C(NC2C=CC1)CCNCC3 (10-(3,5-difluorophenyl)-1,2,3,4,5,6-hexahydroazepino[4,5-b]indole hydrochloride). Isolated yield 46.5%. RXN SMILES: C([N:8]1[CH2:21][CH2:20][C:19]2[C:18]3[C:17]([C:22]4[CH:27]=[C:26]([F:28])[CH:25]=[C:24]([F:29])[CH:23]=4)=[CH:16][CH:15]=[CH:14][C:13]=3[NH:12][C:11]=2[CH2:10][CH2:9]1)C1C=CC=CC=1.[ClH:30]>C(O)C.[Pd]>[ClH:30].[F:29][C:24]1[CH:23]=[C:22]([C:17]2[C:18]3[C:19]4[CH2:20][CH2:21][NH:8][CH2:9][CH2:10][C:11]=4[NH:12][C:13]=3[CH:14]=[CH:15][CH:16]=2)[CH:27]=[C:26]([F:28])[CH:25]=1 |f:4.5|. Procedure: A mixture of 3-benzyl-10-(3,5-difluorophenyl)-1,2,3,4,5,6-hexahydroazepino[4,5-b]indole (0.35 g, 0.90 mmol), 1 N hydrochloric acid (0.9 mL, 0.9 mmol) and Pd/C (10%, 0.5 g) in ethanol (50 mL) was reacted in a manner similar to Example 8 to give 0.14 g of the title compound as a cream-colored solid: m p >267° C. (dec.); 1H NMR (400 MHz, DMSO-d6) δ 11.42, 9.57, 7.37, 7.30-7.25, 7.11-7.07, 6.84, 6.78-6.76, 3.35-3.27, 3.25-3.18, 3.16-3.08, 2.63-2.56; IR (drift) 3259, 2956, 2861, 2811, 2778, 2699, 264... The reactants are Cl (HCl), COC(C(C1=CC=C(C=C1)OCC(C)OC1=CC=C(C=C1)Cl)OC1=CC=C(C=C1)C(C)(C)C)=O (methyl(p-tert.-butylphenoxy){p-[2-(p-chlorophenoxy)propoxy]phenyl}acetate), [OH-].[K+] (potassium hydroxide), C(C)O (ethanol). Solvent: O (water), O (water). The product is C(C)(C)(C)C1=CC=C(OC(C(=O)O)C2=CC=C(C=C2)OCC(C)OC2=CC=C(C=C2)Cl)C=C1 ((p-tert.-Butylphenoxy){p-[2-(p-chlorophenoxy)propoxy]phenyl}acetic acid). Yield: 91.7%. Reaction SMILES: C[O:2][C:3](=[O:34])[CH:4]([O:23][C:24]1[CH:29]=[CH:28][C:27]([C:30]([CH3:33])([CH3:32])[CH3:31])=[CH:26][CH:25]=1)[C:5]1[CH:10]=[CH:9][C:8]([O:11][CH2:12][CH:13]([O:15][C:16]2[CH:21]=[CH:20][C:19]([Cl:22])=[CH:18][CH:17]=2)[CH3:14])=[CH:7][CH:6]=1.[OH-].[K+].C(O)C.Cl>O>[C:30]([C:27]1[CH:28]=[CH:29][C:24]([O:23][CH:4]([C:5]2[CH:10]=[CH:9][C:8]([O:11][CH2:12][CH:13]([O:15][C:16]3[CH:21]=[CH:20][C:19]([Cl:22])=[CH:18][CH:17]=3)[CH3:14])=[CH:7][CH:6]=2)[C:3]([OH:34])=[O:2])=[CH:25][CH:26]=1)([CH3:31])([CH3:32])[CH3:33] |f:1.2|. Procedure details: A mixture of 6.4 g of methyl(p-tert.-butylphenoxy){p-[2-(p-chlorophenoxy)propoxy]phenyl}acetate, 4 g of potassium hydroxide, 35 ml of ethanol and 35 ml of water is refluxed for 4 hours. The mixture is acidified with concentrated HCl, cooled, diluted with water and extracted with dichloromethane. The extract is washed with saturated NaCl solution, dried (MgSO4) and the solvent removed under reduced pressure to give 5.7 g of gum. Crystallization from hexane-ether gives 4.5 g of white crystals. Rec... Starting materials: CO (Methanol), CO (methanol), C(C1=CC=CC=C1)N1C2=CC(=CC=C2C=2C(=CC=CC12)OCC#N)OC ([(9-benzyl-7-methoxy-9H-carbazol-4-yl)oxy]acetonitrile). The solvent is C1CCOC1 (THF). Run at temperature 40 celsius. Product: C(C1=CC=CC=C1)N1C2=CC(=CC=C2C=2C(=CC=CC12)OCCN)OC (2-[(9-Benzyl-7-methoxy-9H-carbazol-4-yl)oxy]ethylamine). The yield is 57.7%. RXN SMILES: [CH2:1]([N:8]1[C:20]2[CH:19]=[CH:18][CH:17]=[C:16]([O:21][CH2:22][C:23]#[N:24])[C:15]=2[C:14]2[C:9]1=[CH:10][C:11]([O:25][CH3:26])=[CH:12][CH:13]=2)[C:2]1[CH:7]=[CH:6][CH:5]=[CH:4][CH:3]=1.CO>C1COCC1>[CH2:1]([N:8]1[C:20]2[CH:19]=[CH:18][CH:17]=[C:16]([O:21][CH2:22][CH2:23][NH2:24])[C:15]=2[C:14]2[C:9]1=[CH:10][C:11]([O:25][CH3:26])=[CH:12][CH:13]=2)[C:2]1[CH:3]=[CH:4][CH:5]=[CH:6][CH:7]=1. Reported procedure: To a mixture of [(9-benzyl-7-methoxy-9H-carbazol-4-yl)oxy]acetonitrile (0.9 g, 2.6 mmol) in dry THF (50 mL) is added borane-methylsulfide complex (0.75 mL, 7.9 mmol). The mixture is heated at 40° C. overnight. Methanol is slowly added to mixture until addition of methanol did not evolve gas. The solvents are removed under reduced pressure. Methanol (50 mL) is added to the residue then removed under reduced pressure. Methanol (100 mL) and concentrated hydrochloric acid (3 mL) is added to the resi... As a reaction SMILES: [O:1]=[C:2]1[CH2:6][CH2:5][S:4][C:3]1=[CH:7][C:8]1[CH:13]=[CH:12][C:11]([CH:14]([CH3:18])[C:15]([OH:17])=[O:16])=[CH:10][CH:9]=1.[Mg]>CO.O1CCCC1.O.C(O)(=O)C>[O:1]=[C:2]1[CH2:6][CH2:5][S:4][CH:3]1[CH2:7][C:8]1[CH:13]=[CH:12][C:11]([CH:14]([CH3:18])[C:15]([OH:17])=[O:16])=[CH:10][CH:9]=1. The product is O=C1C(SCC1)CC1=CC=C(C=C1)C(C(=O)O)C (2-[4-(3-Oxothiolan-2-ylmethyl)phenyl]propionic Acid). The solvent is C(C)(=O)O (acetic acid), O (water), CO (methanol), O1CCCC1 (tetrahydrofuran), O (water), C(C)(=O)O (acetic acid). Procedure: 2-[4-(3-Oxothiolan-2-ylidenemethyl)phenyl]propionic acid (500 mg) obtained in Example 14 was dissolved in a mixture of methanol (20 ml)/tetrahydrofuran (10.0 ml)/water (5.0 ml)/acetic acid (1.1 ml), and to the solution was added magnesium (150 mg). The mixture was stirred at room temperature for 2 hours, and then further magnesium (80 mg) was added, and further the solution was stirred for 2 hours. To the reaction mixture was added water and acetic acid, the solution was concentrated under reduc... Yield: 26.2%. Run at time 2 hour. The reactants are [Mg] (magnesium), O=C1C(SCC1)=CC1=CC=C(C=C1)C(C(=O)O)C (2-[4-(3-Oxothiolan-2-ylidenemethyl)phenyl]propionic acid), [Mg] (magnesium). Starting materials: C(C)(=O)OC(C)=O (Acetic anhydride), C(C)(C)(C)C=1C=C(C=C2SC3=C(N(C2=O)CC2=NN=NN2)C=CC=C3)C=C(C1O)C(C)(C)C (2-(3,5-di-tert.-butyl-4-hydroxybenzylidene)-3,4-dihydro-3-oxo-4-(1H-tetrazol-5-ylmethyl)-2H-1,4-benzothiazine), Cl (hydrochloric acid). The solvent is C(C)N(CC)CC (triethylamine). The product is C(C)(=O)OC1=C(C=C(C=C2SC3=C(N(C2=O)CC2=NN=NN2)C=CC=C3)C=C1C(C)(C)C)C(C)(C)C (2-(4-Acetoxy-3,5-di-tert.-butylbenzylidene)-3,4-dihydro-3-oxo-4(1H-tetrazol-5-ylmethyl)-2H-1,4-benzothiazine). RXN SMILES: [C:1](OC(=O)C)(=[O:3])[CH3:2].[C:8]([C:12]1[CH:13]=[C:14]([CH:33]=[C:34]([C:37]([CH3:40])([CH3:39])[CH3:38])[C:35]=1[OH:36])[CH:15]=[C:16]1[C:21](=[O:22])[N:20]([CH2:23][C:24]2[NH:28][N:27]=[N:26][N:25]=2)[C:19]2[CH:29]=[CH:30][CH:31]=[CH:32][C:18]=2[S:17]1)([CH3:11])([CH3:10])[CH3:9].Cl>C(N(CC)CC)C>[C:1]([O:36][C:35]1[C:12]([C:8]([CH3:11])([CH3:10])[CH3:9])=[CH:13][C:14]([CH:15]=[C:16]2[C:21](=[O:22])[N:20]([CH2:23][C:24]3[NH:28][N:27]=[N:26][N:25]=3)[C:19]3[CH:29]=[CH:30][CH:31]=[CH:32][C:18]=3[S:17]2)=[CH:33][C:34]=1[C:37]([CH3:40])([CH3:39])[CH3:38])(=[O:3])[CH3:2]. Reported procedure: Acetic anhydride (5.8 ml) and triethylamine (2.1 ml) were added to 2-(3,5-di-tert.-butyl-4-hydroxybenzylidene)-3,4-dihydro-3-oxo-4-(1H-tetrazol-5-ylmethyl)-2H-1,4-benzothiazine (compound No. 2-1, 0.32 g) and the mixture was refluxed overnight. To the mixture, dilute hydrochloric acid was added and the whole was extracted with ethyl acetate. The organic layer was dried over anhydrous sodium sulfate and concentrated in vacuo. The oily residue was purified by silica gel column chromatography to giv... The reactants are FC=1C=C(C=CC1F)C1NCCC1 ((RS)-2-(3,4-difluoro-phenyl)-pyrrolidine), ClC1=CC=C(C=C1)S(=O)(=O)Cl (4-chloro-benzenesulfonyl chloride). Yields the product ClC1=CC=C(C=C1)S(=O)(=O)N1C(CCC1)C1=CC(=C(C=C1)F)F ((RS)-1-(4-Chloro-benzenesulfonyl)-2-(3,4-difluoro-phenyl)-pyrrolidine). As a reaction SMILES: [F:1][C:2]1[CH:3]=[C:4]([CH:9]2[CH2:13][CH2:12][CH2:11][NH:10]2)[CH:5]=[CH:6][C:7]=1[F:8].[Cl:14][C:15]1[CH:20]=[CH:19][C:18]([S:21](Cl)(=[O:23])=[O:22])=[CH:17][CH:16]=1>>[Cl:14][C:15]1[CH:20]=[CH:19][C:18]([S:21]([N:10]2[CH2:11][CH2:12][CH2:13][CH:9]2[C:4]2[CH:5]=[CH:6][C:7]([F:8])=[C:2]([F:1])[CH:3]=2)(=[O:23])=[O:22])=[CH:17][CH:16]=1. Reported procedure: The title compound, white solid, m.p. 121° C. and MS: m/e=358.1 (M+H+) was prepared in accordance with the general method of example 1e from (RS)-2-(3,4-difluoro-phenyl)-pyrrolidine and 4-chloro-benzenesulfonyl chloride.